Task: describe an organic reaction: reactants, conditions, products, and yield. Dataset: the Open Reaction Database (ORD), a public repository of structured organic reaction records Reactants: COC=1C=CC=C2CCCC(C12)=O (8-methoxy tetralone), COCCNCCOC (N,N-bis(-2methoxyethyl)amine). Reagents/catalysts: C1(=CC=C(C=C1)S(=O)(=O)O)C (p-toluenesulfonic acid). Solvent: C1(=CC=CC=C1)C (toluene). Reaction conditions: time 48 hour. The product is COC=1C=CC=C2CCC(CC12)N(CCOC)CCOC (1,2,3,4-Tetrahydro-8-methoxy-N,N-bis(2-methoxyethyl)-2-naphthalenamine). The yield is 78.4%. Reaction SMILES: [CH3:1][O:2][C:3]1[CH:4]=[CH:5][CH:6]=[C:7]2[C:12]=1[C:11](=O)[CH2:10][CH2:9][CH2:8]2.[CH3:14][O:15][CH2:16][CH2:17][NH:18][CH2:19][CH2:20][O:21][CH3:22]>C1(C)C=CC=CC=1.C1(C)C=CC(S(O)(=O)=O)=CC=1>[CH3:1][O:2][C:3]1[CH:4]=[CH:5][CH:6]=[C:7]2[C:12]=1[CH2:11][CH:10]([N:18]([CH2:19][CH2:20][O:21][CH3:22])[CH2:17][CH2:16][O:15][CH3:14])[CH2:9][CH2:8]2. Reported procedure: A solution of 1.76 g (10 mmol) 8-methoxy tetralone, 2.66 g (20 mmol) N,N-bis(-2methoxyethyl)amine, and 25 mg p-toluenesulfonic acid in toluene was heated to reflux under a N2 atmosphere. The flask was equipped with a Dean-Stark trap to collect H2O. TLC analysis was used to monitor the reaction. After 48 hours, the solvent was removed in vacuo. The crude ene-amine was hydrogenated using 450 mg 10% pd/C in 50 mL MeOH at 50 psi H2 for 24 hours. The reaction mixture was filtered over celite and the ... Starting materials: [Li+].C[Si](C)(C)[N-][Si](C)(C)C (LiHMDS), FC1=CC(=C(C=2N(C(NC21)=O)C2=C(C=C(C=C2)I)F)F)F (4,6,7-trifluoro-1-(2-fluoro-4-iodo-phenyl)-1,3,-dihydrobenzimidazol-2-one), C1(CC1)S(=O)(=O)Cl (cyclopropanesulfonyl chloride). Solvent: C1CCOC1 (THF). Run at time 16 hour. Product: C1(CC1)S(=O)(=O)N1C(N(C2=C1C(=CC(=C2F)F)F)C2=C(C=C(C=C2)I)F)=O (1-cyclopropanesulfonyl-4,5,7-trifluoro-3-(2-fluoro-4-iodo-phenyl)-1,3-dihydro-benzimidazol-2-one). RXN SMILES: [F:1][C:2]1[C:10]2[NH:9][C:8](=[O:11])[N:7]([C:12]3[CH:17]=[CH:16][C:15]([I:18])=[CH:14][C:13]=3[F:19])[C:6]=2[C:5]([F:20])=[C:4]([F:21])[CH:3]=1.[Li+].C[Si]([N-][Si](C)(C)C)(C)C.[CH:32]1([S:35](Cl)(=[O:37])=[O:36])[CH2:34][CH2:33]1>C1COCC1>[CH:32]1([S:35]([N:9]2[C:10]3[C:2]([F:1])=[CH:3][C:4]([F:21])=[C:5]([F:20])[C:6]=3[N:7]([C:12]3[CH:17]=[CH:16][C:15]([I:18])=[CH:14][C:13]=3[F:19])[C:8]2=[O:11])(=[O:37])=[O:36])[CH2:34][CH2:33]1 |f:1.2|. Procedure details: A stirred solution of 4,6,7-trifluoro-1-(2-fluoro-4-iodo-phenyl)-1,3,-dihydrobenzimidazol-2-one (0.2 gm, 0.41 mmol) in dry THF (4 ml) under nitrogen was cooled to −78° C. and a solution of 1.0 M LiHMDS (0.41 ml, 0.41 mmol) was added slowly, (2 ml) followed by addition of cyclopropanesulfonyl chloride (0.050 ml, 0.49 mmol). This reaction mixture was kept stirring at room temperature for 16 hours, concentrated to dryness and was taken into EtOAc. The EtOAc was washed with water, dried over sodium ... Starting materials: ClC=1C(=NC(=CC1)N1CCN(CC1)C)C(=O)O (3-chloro-6-(4-methylpiperazin-1-yl)-2-pyridine carboxylic acid), NC1=CC2=C(CCC=3C(=NN(C23)C2=CC3=C(OCO3)C=C2)C(=O)N)C=C1 (8-amino-1-(1,3-benzodioxol-5-yl)-4,5-dihydro-1H-benzo[g]indazole-3-carboxamide), solid. Yields the product O1COC2=C1C=CC(=C2)N2N=C(C=1CCC3=C(C21)C=C(C=C3)NC(=O)C3=NC(=CC=C3Cl)N3CCN(CC3)C)C(=O)N (1-(1,3-benzodioxol-5-yl)-8-({[3-chloro-6-(4-methylpiperazin-1-yl)pyridin-2-yl]carbonyl}amino)-4,5-dihydro-1H-benzo[g]indazole-3-carboxamide). Reaction SMILES: [Cl:1][C:2]1[C:3]([C:15]([OH:17])=O)=[N:4][C:5]([N:8]2[CH2:13][CH2:12][N:11]([CH3:14])[CH2:10][CH2:9]2)=[CH:6][CH:7]=1.[NH2:18][C:19]1[CH:43]=[CH:42][C:22]2[CH2:23][CH2:24][C:25]3[C:26]([C:39]([NH2:41])=[O:40])=[N:27][N:28]([C:30]4[CH:38]=[CH:37][C:33]5[O:34][CH2:35][O:36][C:32]=5[CH:31]=4)[C:29]=3[C:21]=2[CH:20]=1>>[O:34]1[C:33]2[CH:37]=[CH:38][C:30]([N:28]3[C:29]4[C:21]5[CH:20]=[C:19]([NH:18][C:15]([C:3]6[C:2]([Cl:1])=[CH:7][CH:6]=[C:5]([N:8]7[CH2:9][CH2:10][N:11]([CH3:14])[CH2:12][CH2:13]7)[N:4]=6)=[O:17])[CH:43]=[CH:42][C:22]=5[CH2:23][CH2:24][C:25]=4[C:26]([C:39]([NH2:41])=[O:40])=[N:27]3)=[CH:31][C:32]=2[O:36][CH2:35]1. Procedure details: The title compound was synthesized from 0.30 g of 3-chloro-6-(4-methylpiperazin-1-yl)-2-pyridine carboxylic acid, obtained by acidification of its K-salt from step 1, and the title compound of step 4 of Example 161 (0.217 g) by the same procedure used for Example 260. The title compound is a brown solid (0.23 g, 61%), m.p. 264–266° C. (decomposition). Its structure was confirmed by 1H NMR and LC/MS: 1H NMR (d6-DMSO): δ 2.70 (s, 3H), 2.72–4.30 (m, 12H), 6.02 (s, 2H), 6.92–7.12 (m, 4H), 7.22–7.36 ...